Dataset: the Open Reaction Database (ORD), a public repository of structured organic reaction records. Task: describe an organic reaction: reactants, conditions, products, and yield Reactants: FC1=CC2=C(CCC3=CC(N(N=C23)C2=CC=C(C=C2)O)=O)C=C1 (9-fluoro-2-(4-hydroxyphenyl)-5,6-dihydrobenzo[h]cinnolin-3(2H)-one), ClCC(C)=O (chloroacetone), C([O-])([O-])=O.[K+].[K+] (potassium carbonate). Run in CC(=O)C (acetone). Yields the product FC1=CC2=C(CCC3=CC(N(N=C23)C2=CC=C(C=C2)OCC(C)=O)=O)C=C1 (9-fluoro-2-[4-(2-oxopropoxy)phenyl]-5,6-dihydrobenzo[h]cinnolin-3(2H)-one). The yield is 84.6%. Reaction SMILES: [F:1][C:2]1[CH:23]=[CH:22][C:5]2[CH2:6][CH2:7][C:8]3[C:13]([C:4]=2[CH:3]=1)=[N:12][N:11]([C:14]1[CH:19]=[CH:18][C:17]([OH:20])=[CH:16][CH:15]=1)[C:10](=[O:21])[CH:9]=3.Cl[CH2:25][C:26](=[O:28])[CH3:27].C(=O)([O-])[O-].[K+].[K+]>CC(C)=O>[F:1][C:2]1[CH:23]=[CH:22][C:5]2[CH2:6][CH2:7][C:8]3[C:13]([C:4]=2[CH:3]=1)=[N:12][N:11]([C:14]1[CH:19]=[CH:18][C:17]([O:20][CH2:25][C:26](=[O:28])[CH3:27])=[CH:16][CH:15]=1)[C:10](=[O:21])[CH:9]=3 |f:2.3.4|. Reported procedure: A mixture of 5 g of 9-fluoro-2-(4-hydroxyphenyl)-5,6-dihydrobenzo[h]cinnolin-3(2H)-one, 4.5 g of chloroacetone, 8.8 g of potassium carbonate and 100 ml of acetone is heated under reflux for 9 hours. After acetone is distilled off, water and isopropyl ether are added to the residue. The resultant crystals are collected and washed with ethanol to give 5 g of crude 9-fluoro-2-[4-(2-oxopropoxy)phenyl]-5,6-dihydrobenzo[h]cinnolin-3(2H)-one, which is subjected to the following reaction without purific...